This data is from the Open Reaction Database (ORD), a public repository of structured organic reaction records. The task is: describe an organic reaction: reactants, conditions, products, and yield Reactants: OCc1c(Cl)cc(OCc2ccccc2)cc1Cl, C1CCOC1, BrP(Br)Br. Product: Clc1cc(OCc2ccccc2)cc(Cl)c1CBr. Reaction SMILES: [CH2:1]([c:2]1[cH:3][cH:4][cH:5][cH:6][cH:7]1)[O:8][c:9]1[cH:10][c:11]([Cl:18])[c:12]([CH2:16][OH:17])[c:13]([Cl:15])[cH:14]1.[CH2:23]1[O:24][CH2:25][CH2:26][CH2:27]1.[P:19]([Br:20])([Br:21])[Br:22]>>[CH2:1]([c:2]1[cH:3][cH:4][cH:5][cH:6][cH:7]1)[O:8][c:9]1[cH:10][c:11]([Cl:18])[c:12]([CH2:16][Br:20])[c:13]([Cl:15])[cH:14]1. Procedure: An alcoholic solution of 6-methyl-1,6-heptadien-4-yn-3-ol is added dropwise to 40 ml of fuming HBr and the mixture stirred for 1.5 hours at room temperature. The reaction mixture is poured onto ice and extracted with hexane. The organic phase is repeatedly washed with aqueous NaCl, dried and concentrated on a rotary evaporator. The oily reaction product consists (according to NMR) of a 3:1 mixture of (E)- and (Z)-1-bromo-6-methyl-2,6-heptadien-4-yne and is directly employed for further reaction. Run at time 1.5 hour. The product is BrCC=CC#CC(=C)C (1-Bromo-6-methyl-2,6-heptadien-4-yne). The reactants are CC(C#CC(C=C)O)=C (6-methyl-1,6-heptadien-4-yn-3-ol), Br (HBr). RXN SMILES: [CH3:1][C:2](=[CH2:9])[C:3]#[C:4][CH:5](O)[CH:6]=[CH2:7].[BrH:10]>>[Br:10][CH2:7][CH:6]=[CH:5][C:4]#[C:3][C:2]([CH3:1])=[CH2:9]. Reaction SMILES: [O:1]=[S:2]1(=[O:30])[CH2:7][CH2:6][N:5]([C:8]([C:10]2[NH:11][C:12]3[C:17]([CH:18]=2)=[CH:16][C:15]([C:19]([N:21]2[CH2:26][CH2:25][N:24]([CH:27]([CH3:29])[CH3:28])[CH2:23][CH2:22]2)=[O:20])=[CH:14][CH:13]=3)=[O:9])[CH2:4][CH2:3]1.[F:31][C:32]1[CH:33]=[C:34](B(O)O)[CH:35]=[CH:36][CH:37]=1.N1C=CC=CC=1>C([O-])(=O)C.[Cu+2].C([O-])(=O)C.C(Cl)(Cl)Cl>[O:30]=[S:2]1(=[O:1])[CH2:7][CH2:6][N:5]([C:8]([C:10]2[N:11]([C:36]3[CH:35]=[CH:34][CH:33]=[C:32]([F:31])[CH:37]=3)[C:12]3[C:17]([CH:18]=2)=[CH:16][C:15]([C:19]([N:21]2[CH2:22][CH2:23][N:24]([CH:27]([CH3:28])[CH3:29])[CH2:25][CH2:26]2)=[O:20])=[CH:14][CH:13]=3)=[O:9])[CH2:4][CH2:3]1 |f:3.4.5|. The yield is 35.0%. The reactants are O=S1(CCN(CC1)C(=O)C=1NC2=CC=C(C=C2C1)C(=O)N1CCN(CC1)C(C)C)=O ([2-(1,1-Dioxo-thiomorpholine-4-carbonyl)-1H-indol-5-yl]-(4-isopropyl-piperazin-1-yl)-methanone), FC=1C=C(C=CC1)B(O)O (3-fluorophenylboronic acid), N1=CC=CC=C1 (pyridine). Product: O=S1(CCN(CC1)C(=O)C=1N(C2=CC=C(C=C2C1)C(=O)N1CCN(CC1)C(C)C)C1=CC(=CC=C1)F)=O ((1,1-Dioxothiomorpholin-4-yl)-[1-(3-fluoro-phenyl)-5-(4-isopropyl-piperazine-1-carbonyl)-1H-indol-2-yl]-methanone). Run in C(Cl)(Cl)Cl (chloroforme). Reported procedure: The title compound was synthesized in analogy to example 66, from [2-(1,1-dioxo-thiomorpholine-4-carbonyl)-1H-indol-5-yl]-(4-isopropyl-piperazin-1-yl)-methanone (example 1), 3-fluorophenylboronic acid, copper(II) acetate, pyridine and using chloroforme instead of dichloromethane as solvent, to give the desired product as a colorless foam (35%). The reagents and catalysts are C(C)(=O)[O-].[Cu+2].C(C)(=O)[O-] (copper(II) acetate). Reactants: CC(C)(C)OC(=O)N1CCC(NC(=O)c2ccc(Br)cc2)C(c2ccc(Cl)c(Cl)c2)C1, CI, [H-], [Na+], CN(C)C=O, O. The product is CN(C(=O)c1ccc(Br)cc1)C1CCN(C(=O)OC(C)(C)C)CC1c1ccc(Cl)c(Cl)c1. RXN SMILES: [Br:1][c:2]1[cH:3][cH:4][c:5]([C:8](=[O:9])[NH:10][CH:11]2[CH:12]([c:24]3[cH:25][c:26]([Cl:31])[c:27]([Cl:30])[cH:28][cH:29]3)[CH2:13][N:14]([C:17](=[O:18])[O:19][C:20]([CH3:21])([CH3:22])[CH3:23])[CH2:15][CH2:16]2)[cH:6][cH:7]1.[CH3:34][I:35].[H-:32].[Na+:33].[O:37]=[CH:38][N:39]([CH3:40])[CH3:41].[OH2:36]>>[Br:1][c:2]1[cH:3][cH:4][c:5]([C:8](=[O:9])[N:10]([CH:11]2[CH:12]([c:24]3[cH:25][c:26]([Cl:31])[c:27]([Cl:30])[cH:28][cH:29]3)[CH2:13][N:14]([C:17](=[O:18])[O:19][C:20]([CH3:21])([CH3:22])[CH3:23])[CH2:15][CH2:16]2)[CH3:34])[cH:6][cH:7]1. The reactants are NC=1SC=C(N1)C(C(=O)NC1[C@@H]2N(C(=CCS2)C(=O)[O-])C1=O)=NOC.[Na+] (sodium 7-[2-(2-aminothiazol-4-yl)-2-methoxyiminoacetamido]-3-cephem-4-carboxylate), C(CC)(=O)OC(CC)Br (1-bromopropyl propionate), [I-].[Na+] (sodium iodide). Product: NC=1SC=C(N1)C(C(=O)NC1[C@@H]2N(C(=CCS2)C(=O)OC(CC)OC(CC)=O)C1=O)=NOC (1-propionyloxypropyl 7-[2-(2-aminothiazol-4-yl)-2-methoxyiminoacetamido]-3-cephem-4-carboxylate). Reaction SMILES: [NH2:1][C:2]1[S:3][CH:4]=[C:5]([C:7](=[N:23][O:24][CH3:25])[C:8]([NH:10][CH:11]2[C:21](=[O:22])[N:13]3[C:14]([C:18]([O-:20])=[O:19])=[CH:15][CH2:16][S:17][C@H:12]23)=[O:9])[N:6]=1.[Na+].[C:27]([O:31][CH:32](Br)[CH2:33][CH3:34])(=[O:30])[CH2:28][CH3:29].[I-].[Na+]>>[NH2:1][C:2]1[S:3][CH:4]=[C:5]([C:7](=[N:23][O:24][CH3:25])[C:8]([NH:10][CH:11]2[C:21](=[O:22])[N:13]3[C:14]([C:18]([O:20][CH:32]([O:31][C:27](=[O:30])[CH2:28][CH3:29])[CH2:33][CH3:34])=[O:19])=[CH:15][CH2:16][S:17][C@H:12]23)=[O:9])[N:6]=1 |f:0.1,3.4|. Procedure details: In the same manner as Example 1, sodium 7-[2-(2-aminothiazol-4-yl)-2-methoxyiminoacetamido]-3-cephem-4-carboxylate (syn-isomer) was reacted with 1-bromopropyl propionate in the presence of sodium iodide to give 1-propionyloxypropyl 7-[2-(2-aminothiazol-4-yl)-2-methoxyiminoacetamido]-3-cephem-4-carboxylate (syn-isomer), mp 100°-108° C. (decompn.). The reactants are BrC1=CC(=C(C(=C1)OC)O)CCO (4-bromo-2-(2-hydroxyethyl)-6-methoxyphenol), C[Si](C)(C)[N-][Si](C)(C)C.[Na+] (sodium bistrimethylsilylamide), [Cl-].[NH4+] (ammonium chloride), BrCCl (bromochloromethane). Run in CN(C)C=O (DMF), C(C)(=O)OCC (ethyl acetate). Reaction conditions: time 30 minute. The product is BrC=1C=C(C2=C(CCOCO2)C1)OC (2-bromo-4-methoxy-8,9-dihydro-5,7-dioxabenzocycloheptene). Isolated yield 44.6%. As a reaction SMILES: [Br:1][C:2]1[CH:7]=[C:6]([O:8][CH3:9])[C:5]([OH:10])=[C:4]([CH2:11][CH2:12][OH:13])[CH:3]=1.[CH3:14][Si]([N-][Si](C)(C)C)(C)C.[Na+].BrCCl.[Cl-].[NH4+]>CN(C=O)C.C(OCC)(=O)C>[Br:1][C:2]1[CH:7]=[C:6]([O:8][CH3:9])[C:5]2[O:10][CH2:14][O:13][CH2:12][CH2:11][C:4]=2[CH:3]=1 |f:1.2,4.5|. Reported procedure: To a solution of 898 mg of 4-bromo-2-(2-hydroxyethyl)-6-methoxyphenol in 10 ml of DMF there was added 1 g of sodium bistrimethylsilylamide while cooling on ice, and the mixture was stirred at room temperature for 30 minutes. After adding 1 ml of bromochloromethane to the reaction mixture, it was stirred at 80° C. for 20 hours under a nitrogen atmosphere. Saturated aqueous ammonium chloride was added to the reaction mixture, and extraction was performed with ethyl acetate. The organic layer was d... Reactants: resultant solution, NC1=NN(C(C2=C1N1C(=C2OCC2=CC=CC=C2)C(N(CC1)C)=O)=O)CC1=CC=C(C=C1)F (4-amino-2-(4-fluorobenzyl)-10-(benzyloxy)-8-methyl-7,8-dihydropyrazino[1′,2′:1,5]-pyrrolo[2,3-d]pyridazine-1,9(2H,6H)-dione), B(Br)(Br)Br (boron tribromide). Solvent: ClCCl (dichloromethane), ClCCl (dichloromethane). Product: NC1=NN(C(C2=C1N1C(=C2O)C(N(CC1)C)=O)=O)CC1=CC=C(C=C1)F (4-Amino-2-(4-Fluorobenzyl)-10-hydroxy-8-methyl-7,8-dihydropyrazino-[1′,2′:1,5]-pyrrolo[2,3-d]pyridazine-1,9(2H,6H)-dione). As a reaction SMILES: [NH2:1][C:2]1[C:7]2[N:8]3[CH2:22][CH2:21][N:20]([CH3:23])[C:19](=[O:24])[C:9]3=[C:10]([O:11]CC3C=CC=CC=3)[C:6]=2[C:5](=[O:25])[N:4]([CH2:26][C:27]2[CH:32]=[CH:31][C:30]([F:33])=[CH:29][CH:28]=2)[N:3]=1.B(Br)(Br)Br>ClCCl>[NH2:1][C:2]1[C:7]2[N:8]3[CH2:22][CH2:21][N:20]([CH3:23])[C:19](=[O:24])[C:9]3=[C:10]([OH:11])[C:6]=2[C:5](=[O:25])[N:4]([CH2:26][C:27]2[CH:32]=[CH:31][C:30]([F:33])=[CH:29][CH:28]=2)[N:3]=1. Reported procedure: To a solution of 4-amino-2-(4-fluorobenzyl)-10-(benzyloxy)-8-methyl-7,8-dihydropyrazino[1′,2′:1,5]-pyrrolo[2,3-d]pyridazine-1,9(2H,6H)-dione (0.11 g, 0.25 mmol) in dichloromethane (10 mL) at 0° C., a solution of boron tribromide in dichloromethane (0.7 mL, 1M) was added. The resultant solution was stirred at room temperature overnight. The reaction mixture was concentrated under vacuum and the residue subjected to purification on reverse phase HPLC. Collection and lyophilization of appropriate f...